Dataset: the Open Reaction Database (ORD), a public repository of structured organic reaction records. Task: describe an organic reaction: reactants, conditions, products, and yield Starting materials: COC(C1=C(C=CC(=C1)C1=NNN=C1)Cl)=O (2-chloro-5-(2H-[1,2,3]triazol-4-yl)-benzoic acid methyl ester), [OH-].[K+] (potassium hydroxide), Cl (HCl). Solvent: CO (methanol), CO (methanol). Run at time 12 hour. The product is ClC1=C(C(=O)O)C=C(C=C1)C1=NNN=C1 (2-Chloro-5-(2H-[1,2,3]triazol-4-yl)-benzoic acid). Yield: 83.8%. As a reaction SMILES: C[O:2][C:3](=[O:16])[C:4]1[CH:9]=[C:8]([C:10]2[CH:14]=[N:13][NH:12][N:11]=2)[CH:7]=[CH:6][C:5]=1[Cl:15].[OH-].[K+].Cl>CO>[Cl:15][C:5]1[CH:6]=[CH:7][C:8]([C:10]2[CH:14]=[N:13][NH:12][N:11]=2)=[CH:9][C:4]=1[C:3]([OH:16])=[O:2] |f:1.2|. Procedure details: To a solution of 2-chloro-5-(2H-[1,2,3]triazol-4-yl)-benzoic acid methyl ester (0.095 g, 0.4 mmol) in methanol (2 mL) was added potassium hydroxide (0.25 g). The mixture was shaken at room temperature for 12 h. The mixture was diluted with methanol and acidified with HCl (2 mL, 6M). The mixture was concentrated in vacuo, diluted with water and sonicated. The solids were collected by filtration and washed with hexanes to afford the title compound (0.075 g). Reactants: [Cl-].[NH4+] (ammonium chloride), IC1=CC=C(S1)C(=O)OC (methyl 5-iodothiophene-2-carboxylate), FC1=CC=C(C=C1)C=1N=CN2C[C@@]3([C@H](CCCC3=CC21)C=O)C ((5aR,6S)-1-(4-fluorophenyl)-5a-methyl-5,5a,6,7,8,9-hexahydroimidazo[1,5-b]isoquinoline-6-carbaldehyde), C(C)(C)[Mg]Cl (isopropylmagnesium chloride). Solvent: C1CCOC1 (THF). Reaction conditions: time 1 hour. Product: FC1=CC=C(C=C1)C=1N=CN2C[C@@]3([C@H](CCCC3=CC21)C(C2=CC=C(S2)C(=O)OC)O)C (methyl 5-(((5aR,6S)-1-(4-fluorophenyl)-5a-methyl-5,5a,6,7,8,9-hexahydroimidazo[1,5-b]isoquinolin-6-yl)(hydroxy)methyl)thiophene-2-carboxylate). RXN SMILES: I[C:2]1[S:6][C:5]([C:7]([O:9][CH3:10])=[O:8])=[CH:4][CH:3]=1.C([Mg]Cl)(C)C.[F:16][C:17]1[CH:22]=[CH:21][C:20]([C:23]2[N:24]=[CH:25][N:26]3[C:35]=2[CH:34]=[C:33]2[C@@:28]([CH3:38])([C@@H:29]([CH:36]=[O:37])[CH2:30][CH2:31][CH2:32]2)[CH2:27]3)=[CH:19][CH:18]=1.[Cl-].[NH4+]>C1COCC1>[F:16][C:17]1[CH:22]=[CH:21][C:20]([C:23]2[N:24]=[CH:25][N:26]3[C:35]=2[CH:34]=[C:33]2[C@@:28]([CH3:38])([C@@H:29]([CH:36]([OH:37])[C:2]4[S:6][C:5]([C:7]([O:9][CH3:10])=[O:8])=[CH:4][CH:3]=4)[CH2:30][CH2:31][CH2:32]2)[CH2:27]3)=[CH:19][CH:18]=1 |f:3.4|. Reported procedure: To a stirred solution of the above methyl 5-iodothiophene-2-carboxylate (175 mg, 0.65 mmol) in anhydrous THF (2 mL) cooled in an acetonitrile-dry ice bath was added isopropylmagnesium chloride solution (2 M in THF, 0.32 mL, 0.64 mmol) dropwise under nitrogen. The reaction mixture was stirred at the same temperature for 40 min before (5aR,6S)-1-(4-fluorophenyl)-5a-methyl-5,5a,6,7,8,9-hexahydroimidazo[1,5-b]isoquinoline-6-carbaldehyde (Example 1g, 100 mg, 0.32 mmol) was added. After the reaction m... The product is C(C(=O)O)(=O)O.C(C)OC1(CN(CC1)CC1=CC=CC=C1)COC1=C(C=CC=C1)OCC (3-Ethoxy-3-[(2-ethoxyphenoxy)methyl]-1-phenylmethylpyrrolidine Oxalate). Reported procedure: Sodium hydride, 3.44 g (0.0816 mole) in 57% mineral oil suspension was washed three times with petroleum ether (30°-60° C.) under nitrogen atmosphere, suspended in 60 ml of freshly distilled anhydrous dimethylformamide and treated slowly with a solution of 24.3 g (0.0742 mole) of 1-benzyl-3-(2-ethoxyphenoxy)methyl-3-pyrrolidinol in 60 ml of freshly distilled anhydrous dimethylformamide. After hydrogen evolution had ceased, a solution of 11.6 g (0.0742 mole) of ethyl iodide in 60 ml of freshly di... The solvent is O (water), O (water), CN(C=O)C (dimethylformamide), CN(C=O)C (dimethylformamide), C(C)(C)O (isopropanol). Run at time 8 hour. The reactants are C(C)I (ethyl iodide), C(C1=CC=CC=C1)N1CC(CC1)(O)COC1=C(C=CC=C1)OCC (1-benzyl-3-(2-ethoxyphenoxy)methyl-3-pyrrolidinol), [H][H] (hydrogen), product, O.O.C(C(=O)O)(=O)O (oxalic acid dihydrate). As a reaction SMILES: [CH2:1]([N:8]1[CH2:12][CH2:11][C:10]([CH2:14][O:15][C:16]2[CH:21]=[CH:20][CH:19]=[CH:18][C:17]=2[O:22][CH2:23][CH3:24])([OH:13])[CH2:9]1)[C:2]1[CH:7]=[CH:6][CH:5]=[CH:4][CH:3]=1.[H][H].[CH2:27](I)[CH3:28].O.O.[C:32]([OH:37])(=[O:36])[C:33]([OH:35])=[O:34]>O.C(O)(C)C.CN(C)C=O>[C:32]([OH:37])(=[O:36])[C:33]([OH:35])=[O:34].[CH2:27]([O:13][C:10]1([CH2:14][O:15][C:16]2[CH:21]=[CH:20][CH:19]=[CH:18][C:17]=2[O:22][CH2:23][CH3:24])[CH2:11][CH2:12][N:8]([CH2:1][C:2]2[CH:3]=[CH:4][CH:5]=[CH:6][CH:7]=2)[CH2:9]1)[CH3:28] |f:3.4.5,9.10|. The reactants are S1C2=C(C=C1)C(CCC2)NC(=O)N (4,5,6,7-tetrahydrobenzo[b]thien-4-ylurea), C(C)(=O)O (acetic acid), ceric ammonium nitrate. Run in O (water). Yields the product O=C1CCC(C2=C1SC=C2)NC(=O)N (4,5,6,7-tetrahydro-7-oxobenzo[b]thien-4-ylurea). RXN SMILES: [S:1]1[CH:5]=[CH:4][C:3]2[CH:6]([NH:10][C:11]([NH2:13])=[O:12])[CH2:7][CH2:8][CH2:9][C:2]1=2.C(O)(=[O:16])C>O>[O:16]=[C:9]1[C:2]2[S:1][CH:5]=[CH:4][C:3]=2[CH:6]([NH:10][C:11]([NH2:13])=[O:12])[CH2:7][CH2:8]1. Procedure details: A sample of 6 grams of 4,5,6,7-tetrahydrobenzo[b]thien-4-ylurea is dissolved in 375 ml. of 50% aqueous acetic acid and 75 grams of ceric ammonium nitrate is added in portions over a 10 minute period with stirring at 25° C. to 35° C. The pale-orange solution is stirred for another 5 minutes and 100 ml. of water is added. The solution is extracted twice with ethyl acetate (450 ml. and 350 ml.) and the combined extracts are washed with 100 ml. of water. The organic extract is evaporated to dryness ... Reactants: C(C)(C)(C)OC(N[C@H]1[C@H](C[C@@H](CC1)C(NC=1C=CC=C2C=CC(=NC12)C#N)=O)O)=O ([(1R,2S,4R)-4-(2-Cyano-quinolin-8-ylcarbamoyl)-2-hydroxy-cyclohexyl]-carbamic acid tert-butyl ester), FC(C(=O)O)(F)F (trifluoroacetic acid). The solvent is ClCCl (dichloromethane). Yields the product C(#N)C1=NC2=C(C=CC=C2C=C1)NC(=O)[C@H]1C[C@@H]([C@@H](CC1)N)O ((1R,3S,4R)-4-Amino-3-hydroxy-cyclohexanecarboxylic acid (2-cyano-quinolin-8-yl)-amide). Isolated yield 67.1%. As a reaction SMILES: C(OC(=O)[NH:7][C@@H:8]1[CH2:13][CH2:12][C@@H:11]([C:14](=[O:28])[NH:15][C:16]2[CH:17]=[CH:18][CH:19]=[C:20]3[C:25]=2[N:24]=[C:23]([C:26]#[N:27])[CH:22]=[CH:21]3)[CH2:10][C@@H:9]1[OH:29])(C)(C)C.FC(F)(F)C(O)=O>ClCCl>[C:26]([C:23]1[CH:22]=[CH:21][C:20]2[C:25](=[C:16]([NH:15][C:14]([C@@H:11]3[CH2:12][CH2:13][C@@H:8]([NH2:7])[C@@H:9]([OH:29])[CH2:10]3)=[O:28])[CH:17]=[CH:18][CH:19]=2)[N:24]=1)#[N:27]. Procedure: A solution of carbamate (i) (2.4 g, 6 mmol) in dichloromethane (50 mL) was treated with trifluoroacetic acid (10 mL). After 18 hours the mixture was evaporated and partitioned between saturated aqueous sodium bicarbonate solution and 20% methanol/dichloromethane. The aqueous phase was twice more extracted and the combined extracts dried and evaporated giving a solid. This was triturated with ether/ethyl acetate (1/1) and filtered, washing with ether, to afford a light brown solid (1.25 g, 61%). Reactants: S(N)(OC[C@@H]1[C@H]([C@H]([C@@H](C1)NC1=CC(=NC=2N1N=C(C2)C2=NC=CC=C2)Cl)O)O)(=O)=O ((rac)-[(1R,2R,3S,4R)-4-{[5-chloro-2-(pyridin-2-yl)pyrazolo[1,5-a]pyrimidin-7-yl]amino}-2,3-dihydroxycyclopentyl]methyl rel-sulfamate), CO (methanol). Reagents/catalysts: [Pd] (Palladium on carbon). Reaction conditions: time 3 day. Yields the product S(N)(OC[C@@H]1[C@H]([C@H]([C@@H](C1)NC1=CC=NC=2N1N=C(C2)C2=NC=CC=C2)O)O)(=O)=O ((rac)-[(1R,2R,3S,4R)-2,3-dihydroxy-4-{[2-(pyridin-2-yl)pyrazolo[1,5-a]pyrimidin-7-yl]amino}cyclopentyl]methyl rel-sulfamate). The yield is 21.6%. Reaction SMILES: [S:1](=[O:30])(=[O:29])([O:3][CH2:4][C@H:5]1[CH2:9][C@@H:8]([NH:10][C:11]2[N:16]3[N:17]=[C:18]([C:20]4[CH:25]=[CH:24][CH:23]=[CH:22][N:21]=4)[CH:19]=[C:15]3[N:14]=[C:13](Cl)[CH:12]=2)[C@H:7]([OH:27])[C@@H:6]1[OH:28])[NH2:2].CO>[Pd]>[S:1](=[O:30])(=[O:29])([O:3][CH2:4][C@H:5]1[CH2:9][C@@H:8]([NH:10][C:11]2[N:16]3[N:17]=[C:18]([C:20]4[CH:25]=[CH:24][CH:23]=[CH:22][N:21]=4)[CH:19]=[C:15]3[N:14]=[CH:13][CH:12]=2)[C@H:7]([OH:27])[C@@H:6]1[OH:28])[NH2:2]. Reported procedure: (rac)-[(1R,2R,3S,4R)-4-{[5-chloro-2-(pyridin-2-yl)pyrazolo[1,5-a]pyrimidin-7-yl]amino}-2,3-dihydroxycyclopentyl]methyl rel-sulfamate (5.0 mg, 0.011 mmol; synthesized following Steps 1-4 of Method D starting from 5-pyridin-2-yl-2H-pyrazol-3-ylamine) is dissolved in methanol (1.00 mL, 0.0247 mol). Palladium on carbon (10%, 29.2 mg, 0.00275 mmol) is added and the suspension is purged with hydrogen gas and stirred for 3 days at room temperature under a balloon of hydrogen (1 atm). The reaction mixtu... Starting materials: (E)-3-(4-bromophenyl)-1-((S)-2-((pyrrolidin-1-yl)methyl)pyrrolidin-1-yl)propenone, CS(=O)(=O)OC1=CC=C(C=C1)/C=C/C(=O)O ((E)-3-(4-(methanesulfonyloxy)phenyl)acrylic acid), N1[C@@H](CCC1)CN1CCCCC1 (1-(((S)-pyrrolidin-2-yl)methyl)piperidine). Product: O=C(/C=C/C1=CC=C(C=C1)OS(=O)(=O)C)N1[C@@H](CCC1)CN1CCCCC1 (Methanesulfonic Acid 4-[(E)-3-oxo-3-((S)-2-((piperidin-1-yl)methyl)pyrrolidin-1-yl)propenyl]phenyl Ester). RXN SMILES: [CH3:1][S:2]([O:5][C:6]1[CH:11]=[CH:10][C:9](/[CH:12]=[CH:13]/[C:14]([OH:16])=O)=[CH:8][CH:7]=1)(=[O:4])=[O:3].[NH:17]1[CH2:21][CH2:20][CH2:19][C@H:18]1[CH2:22][N:23]1[CH2:28][CH2:27][CH2:26][CH2:25][CH2:24]1>>[O:16]=[C:14]([N:17]1[CH2:21][CH2:20][CH2:19][C@H:18]1[CH2:22][N:23]1[CH2:28][CH2:27][CH2:26][CH2:25][CH2:24]1)/[CH:13]=[CH:12]/[C:9]1[CH:8]=[CH:7][C:6]([O:5][S:2]([CH3:1])(=[O:3])=[O:4])=[CH:11][CH:10]=1. Procedure: 230 mg of the title compound were synthesized as described for (E)-3-(4-bromophenyl)-1-((S)-2-((pyrrolidin-1-yl)methyl)pyrrolidin-1-yl)propenone, using (E)-3-(4-(methanesulfonyloxy)phenyl)acrylic acid instead of (E)-4-bromocinnamic acid and 1-(((S)-pyrrolidin-2-yl)methyl)piperidine instead of (S)-2-((pyrrolidin-1-yl)methyl)pyrrolidine. The reactants are O=C(n1ccnc1)n1ccnc1, CC1CCC(N)CC1, CN(C)C=O, CCOC(C)=O, CCN(C(C)C)C(C)C, Cl, O=C(O)c1cc2ccccc2cn1. The product is CC1CCC(NC(=O)c2cc3ccccc3cn2)CC1. Reaction SMILES: [C:14]([n:15]1[cH:16][cH:17][n:18][cH:19]1)([n:20]1[cH:21][cH:22][n:23][cH:24]1)=[O:25].[CH3:27][CH:28]1[CH2:29][CH2:30][CH:31]([NH2:34])[CH2:32][CH2:33]1.[CH3:44][N:45]([CH3:46])[CH:47]=[O:48].[CH3:49][CH2:50][O:51][C:52](=[O:53])[CH3:54].[CH:35]([N:36]([CH2:37][CH3:38])[CH:39]([CH3:40])[CH3:41])([CH3:42])[CH3:43].[ClH:26].[cH:1]1[n:2][c:3]([C:11](=[O:12])[OH:13])[cH:4][c:5]2[cH:6][cH:7][cH:8][cH:9][c:10]12>>[cH:1]1[n:2][c:3]([C:11](=[O:13])[NH:34][CH:31]2[CH2:30][CH2:29][CH:28]([CH3:27])[CH2:33][CH2:32]2)[cH:4][c:5]2[cH:6][cH:7][cH:8][cH:9][c:10]12. Reactants: FC(C=1C=C(N)C=CC1)(F)F (3-trifluoromethyl-aniline), [NH4+].[Cl-] (NH4Cl), C[Al](C)C (Me3Al), C(C)OC(=O)C=1C2=C(SC1)C=C(C=C2)OC2=NC(=NC=C2)N (6-(2-amino-pyrimidin-4-yloxy)-benzo[b]thiophene-3-carboxylic acid ethyl ester). Solvent: C1CCOC1 (THF). Conditions: temperature 10 celsius, time 45 minute. The product is FC(C=1C=C(C=CC1)NC(=O)C=1C2=C(SC1)C=C(C=C2)OC2=NC(=NC=C2)N)(F)F (6-(2-Amino-pyrimidin-4-yloxy)-benzo[b]thiophene-3-carboxylic acid (3-trifluoromethyl-phenyl)-amide). RXN SMILES: [F:1][C:2]([F:11])([F:10])[C:3]1[CH:4]=[C:5]([CH:7]=[CH:8][CH:9]=1)[NH2:6].C[Al](C)C.C([O:18][C:19]([C:21]1[C:22]2[CH:29]=[CH:28][C:27]([O:30][C:31]3[CH:36]=[CH:35][N:34]=[C:33]([NH2:37])[N:32]=3)=[CH:26][C:23]=2[S:24][CH:25]=1)=O)C.[NH4+].[Cl-]>C1COCC1>[F:1][C:2]([F:10])([F:11])[C:3]1[CH:4]=[C:5]([NH:6][C:19]([C:21]2[C:22]3[CH:29]=[CH:28][C:27]([O:30][C:31]4[CH:36]=[CH:35][N:34]=[C:33]([NH2:37])[N:32]=4)=[CH:26][C:23]=3[S:24][CH:25]=2)=[O:18])[CH:7]=[CH:8][CH:9]=1 |f:3.4|. Procedure: In a dried vessel, 66 mg (0.41 mMol) 3-trifluoromethyl-aniline are dissolved in 7 ml degassed toluene and cooled to 10° C. Then 650 μl Me3Al (2 M in toluene; 1.3 mMol) are added via syringe. After 45 min at rt, a solution of 100 mg (0.317 mMol) 6-(2-amino-pyrimidin-4-yloxy)-benzo[b]thiophene-3-carboxylic acid ethyl ester (Step 12.5) in 2.5 ml THF is added and the reaction mixture is stirred for 40 min in an oil bath of 110° C. The solution is cooled in an ice-bath and hydrolyzed with 15 ml of a ... Starting materials: ClC(=O)OC=C (Vinyl chloroformate), S1N=C(C2=C1C=CC=C2)C2CC1CCC(C2)N1C (3-(1,2-benzisothiazol-3-yl)-8-methyl-8-azabicyclo[3.2.1]octane), C([O-])([O-])=O.[K+].[K+] (potassium carbonate). The solvent is ClCCCl (1,2-dichloroethane). Product: S1N=C(C2=C1C=CC=C2)C2CC1CCC(C2)N1 (3-(1,2-benzisothiazol-3-yl)-8-azabicyclo[3.2.1]octane). Isolated yield 101.0%. As a reaction SMILES: ClC(OC=C)=O.[S:7]1[C:11]2[CH:12]=[CH:13][CH:14]=[CH:15][C:10]=2[C:9]([CH:16]2[CH2:22][CH:21]3[N:23](C)[CH:18]([CH2:19][CH2:20]3)[CH2:17]2)=[N:8]1.C(=O)([O-])[O-].[K+].[K+]>ClCCCl>[S:7]1[C:11]2[CH:12]=[CH:13][CH:14]=[CH:15][C:10]=2[C:9]([CH:16]2[CH2:22][CH:21]3[NH:23][CH:18]([CH2:19][CH2:20]3)[CH2:17]2)=[N:8]1 |f:2.3.4|. Procedure: Vinyl chloroformate (4.4 g) was added dropwise to a solution of 3-(1,2-benzisothiazol-3-yl)-8-methyl-8-azabicyclo[3.2.1]octane (8.9 g) and potassium carbonate (4.76 g) in 250 ml of 1,2-dichloroethane. The resulting suspension was heated at reflux for 3 hours, and then the solution was cooled, and the solvent was removed in vacuo. The residue was suspended in isopropyl alcohol and acidified with HCl in isopropanol (to about a pH of 1 ), and the mixture was heated at reflux for 1 hour. The mixture...